Dataset: the Open Reaction Database (ORD), a public repository of structured organic reaction records. Task: describe an organic reaction: reactants, conditions, products, and yield Reactants: C([O-])([O-])=O.[Na+].[Na+] (sodium carbonate), C(C1=CC=CC=C1)N1N=C(C=C1C)C#N (1-Benzyl-5-methyl-1H-pyrazole-3-carbonitrile), C(C)(=O)[O-].[K+] (potassium acetate), BrBr (bromine). The solvent is C(C)(=O)O (acetic acid). Yields the product C(C1=CC=CC=C1)N1N=C(C(=C1C)Br)C#N (1-benzyl-4-bromo-5-methyl-1H-pyrazole-3-carbonitrile). Isolated yield 95.1%. RXN SMILES: [CH2:1]([N:8]1[C:12]([CH3:13])=[CH:11][C:10]([C:14]#[N:15])=[N:9]1)[C:2]1[CH:7]=[CH:6][CH:5]=[CH:4][CH:3]=1.C([O-])(=O)C.[K+].[Br:21]Br.C(=O)([O-])[O-].[Na+].[Na+]>C(O)(=O)C>[CH2:1]([N:8]1[C:12]([CH3:13])=[C:11]([Br:21])[C:10]([C:14]#[N:15])=[N:9]1)[C:2]1[CH:3]=[CH:4][CH:5]=[CH:6][CH:7]=1 |f:1.2,4.5.6|. Procedure details: 1-Benzyl-5-methyl-1H-pyrazole-3-carbonitrile (3.38 g, 17.1 mmol) was treated with potassium acetate (2.35 g, 24.0 mmol) and bromine (3.01 g, 18.9 mmol) in glacial acetic acid (48 mL) according to the method described in Part F of Examples 1-4. After the 2 M aqueous sodium carbonate was added in the work-up, a white solid was isolated by filtration and washed with water to yield 4.49 g of 1-benzyl-4-bromo-5-methyl-1H-pyrazole-3-carbonitrile. The reactants are [BH4-], COC(=O)COc1ccc(CC(C)N2CC(c3csc(C(C)C)n3)OCC2=O)cc1, [Na+], O=P(Cl)(Cl)Cl. Product: COC(=O)COc1ccc(CC(C)N2CCOC(c3csc(C(C)C)n3)C2)cc1. RXN SMILES: [BH4-:36].[C:1](=[O:2])([O:3][CH3:4])[CH2:5][O:6][c:7]1[cH:8][cH:9][c:10]([CH2:13][CH:14]([CH3:15])[N:16]2[CH2:17][CH:18]([c:23]3[n:24][c:25]([CH:28]([CH3:29])[CH3:30])[s:26][cH:27]3)[O:19][CH2:20][C:21]2=[O:22])[cH:11][cH:12]1.[Na+:37].[P:31]([Cl:32])([Cl:33])([Cl:34])=[O:35]>>[C:1](=[O:2])([O:3][CH3:4])[CH2:5][O:6][c:7]1[cH:8][cH:9][c:10]([CH2:13][CH:14]([CH3:15])[N:16]2[CH2:17][CH:18]([c:23]3[n:24][c:25]([CH:28]([CH3:29])[CH3:30])[s:26][cH:27]3)[O:19][CH2:20][CH2:21]2)[cH:11][cH:12]1.